Dataset: the Open Reaction Database (ORD), a public repository of structured organic reaction records. Task: describe an organic reaction: reactants, conditions, products, and yield Reactants: C(C)(C)(C)OC(C1=CC=C(C=C1)CN(OC)C(=O)C=1CN(C(C1O)=O)C)=O (4-{[(4-hydroxy-1-methyl-5-oxo-2,5-dihydro-1H-pyrrole-3-carbonyl)-methoxyamino]-methyl}-benzoic acid tert-butyl ester), FC(C(=O)O)(F)F (trifluoroacetic acid). Run in ClCCl (dichloromethane). Conditions: temperature 25 celsius, time 2 hour. Yields the product OC1=C(CN(C1=O)C)C(=O)N(OC)CC1=CC=C(C(=O)O)C=C1 (4-{[(4-Hydroxy-1-methyl-5-oxo-2,5-dihydro-1H-pyrrole-3-carbonyl)-methoxy-amino]-methyl}-benzoic acid). Isolated yield 80.0%. RXN SMILES: C([O:5][C:6](=[O:27])[C:7]1[CH:12]=[CH:11][C:10]([CH2:13][N:14]([C:17]([C:19]2[CH2:20][N:21]([CH3:26])[C:22](=[O:25])[C:23]=2[OH:24])=[O:18])[O:15][CH3:16])=[CH:9][CH:8]=1)(C)(C)C.FC(F)(F)C(O)=O>ClCCl>[OH:24][C:23]1[C:22](=[O:25])[N:21]([CH3:26])[CH2:20][C:19]=1[C:17]([N:14]([CH2:13][C:10]1[CH:9]=[CH:8][C:7]([C:6]([OH:27])=[O:5])=[CH:12][CH:11]=1)[O:15][CH3:16])=[O:18]. Procedure details: A solution of 4-{[(4-hydroxy-1-methyl-5-oxo-2,5-dihydro-1H-pyrrole-3-carbonyl)-methoxyamino]-methyl}-benzoic acid tert-butyl ester (0.062 g, 0.16 mmol) in dichloromethane (3 ml) was treated with trifluoroacetic acid (0.6 ml) and stirred at 25° C. for 2 h. The solvent was then evaporated in vacuo and the residue was triturated with acetonitrile to give 0.041 g (80% yield) of the title material as a white solid; mp 196–197° C. 1HNMR 400 MHz (DMSO-d6) δ (ppm): 2.97 (3H, s, NCH3), 3.73 (3H, s, OCH3)... The reactants are O=C([O-])[O-], Cc1c2ccc(Nc3ccnc(Cl)n3)cc2nn1C, [Cs+], [Cs+], CI, CN(C)C=O, O. Product: Cc1c2ccc(N(C)c3ccnc(Cl)n3)cc2nn1C. Reaction SMILES: [C:20](=[O:21])([O-:22])[O-:23].[Cl:1][c:2]1[n:3][cH:4][cH:5][c:6]([NH:8][c:9]2[cH:10][cH:11][c:12]3[c:13]([CH3:19])[n:14]([CH3:18])[n:15][c:16]3[cH:17]2)[n:7]1.[Cs+:24].[Cs+:25].[I:26][CH3:27].[O:29]=[CH:30][N:31]([CH3:32])[CH3:33].[OH2:28]>>[Cl:1][c:2]1[n:3][cH:4][cH:5][c:6]([N:8]([c:9]2[cH:10][cH:11][c:12]3[c:13]([CH3:19])[n:14]([CH3:18])[n:15][c:16]3[cH:17]2)[CH3:20])[n:7]1. The reactants are N1=CN=CC(=C1)CNCCN (N-(5-pyrimidinylmethyl)ethylenediamine), [N+](=O)([O-])C=C(SC)SC (1-nitro-2,2-bis(methylthio)ethylene), CS (methylmercaptan). Solvent: C(C)O (ethanol). Yields the product N1=CC=CC(=C1)CN1C(NCC1)=C[N+](=O)[O-] (1-(5-pyridylmethyl)-2-(nitromethylene)imidazolidine). As a reaction SMILES: N1[CH:6]=[C:5]([CH2:7][NH:8][CH2:9][CH2:10][NH2:11])[CH:4]=[N:3][CH:2]=1.[N+:12]([CH:15]=[C:16](SC)SC)([O-:14])=[O:13].[CH3:21]S>C(O)C>[N:3]1[CH:4]=[C:5]([CH2:7][N:8]2[CH2:9][CH2:10][NH:11][C:16]2=[CH:15][N+:12]([O-:14])=[O:13])[CH:6]=[CH:21][CH:2]=1. Reported procedure: A mixture of N-(5-pyrimidinylmethyl)ethylenediamine (15.2 g), 1-nitro-2,2-bis(methylthio)ethylene (14.9 g) and ethanol (100 g) was refluxed with stirring until the generation of methylmercaptan ceased (for about 3 hours). The reaction mixture was cooled to room temperature, and the resultant crystals were collected by filtration. The crystals were washed with ethanol, and dried to give 1-(5-pyridylmethyl)-2-(nitromethylene)imidazolidine (12.7 g) as pale yellow crystals. This product decomposes a...